This data is from the Open Reaction Database (ORD), a public repository of structured organic reaction records. The task is: describe an organic reaction: reactants, conditions, products, and yield Starting materials: equimolar mixture, C1=CC(=C(C#N)C#N)C=CC1=C(C#N)C#N (TCNQ), C1=CC=C2C=CC=C3C4=CC=CC5=CC=CC(C1=C23)=C45 (perylene). Run in C(Cl)(Cl)Cl (chloroform). Product: C1=CC(=C(C#N)C#N)C=CC1=C(C#N)C#N.C1=CC=C2C=CC=C3C4=CC=CC5=CC=CC(C1=C23)=C45 (TCNQ perylene). Reaction SMILES: [CH:1]1[C:11](=[C:12]([C:15]#[N:16])[C:13]#[N:14])[CH:10]=[CH:9][C:3](=[C:4]([C:7]#[N:8])[C:5]#[N:6])[CH:2]=1.[CH:17]1[C:34]2=[C:35]3[C:24]([C:25]4[C:36]5[C:29](=[CH:30][CH:31]=[CH:32][C:33]2=5)[CH:28]=[CH:27][CH:26]=4)=[CH:23][CH:22]=[CH:21][C:20]3=[CH:19][CH:18]=1>C(Cl)(Cl)Cl>[CH:2]1[C:3](=[C:4]([C:5]#[N:6])[C:7]#[N:8])[CH:9]=[CH:10][C:11](=[C:12]([C:13]#[N:14])[C:15]#[N:16])[CH:1]=1.[CH:32]1[C:33]2=[C:36]3[C:25]([C:24]4[C:35]5[C:20](=[CH:19][CH:18]=[CH:17][C:34]2=5)[CH:21]=[CH:22][CH:23]=4)=[CH:26][CH:27]=[CH:28][C:29]3=[CH:30][CH:31]=1 |f:3.4|. Procedure details: Then 1 g of equimolar mixture of TCNQ and perylene was dissolved in 250 ml of chloroform while slightly heatig the solvent. After allowing to cool, the solution was filtered through Teflon membrane filter with a pore size of 1 μm, and the filtrate was slowly cooled from the room temperature to -20 ° C. at a rate of about 1° C./hr to obtain several purple-black crystals in the form of an elongated plate (the largest one sized 5 cm length, ×1 mm width×400 μm thickness). After collecting the crysta... The reactants are C(C)OC(CNNC(=O)OC(C)(C)C)=O ((N′-tert-Butoxycarbonyl-hydrazino)-acetic acid ethyl ester), C1(CCC(=O)O1)=O (succinic anhydride). The solvent is CN(C)C=O (DMF). Reaction conditions: temperature 75 celsius, time 18 hour. Product: C(C)(C)(C)OC(=O)NN(CC(=O)OCC)C(CCC(=O)O)=O (4-(N′-tert-Butoxycarbonyl-N-ethoxycarbonylmethyl-hydrazino)-4-oxo-butyric acid). Isolated yield 50.0%. As a reaction SMILES: [CH2:1]([O:3][C:4](=[O:15])[CH2:5][NH:6][NH:7][C:8]([O:10][C:11]([CH3:14])([CH3:13])[CH3:12])=[O:9])[CH3:2].[C:16]1(=[O:22])[O:21][C:19](=[O:20])[CH2:18][CH2:17]1>CN(C=O)C>[C:11]([O:10][C:8]([NH:7][N:6]([C:16](=[O:22])[CH2:17][CH2:18][C:19]([OH:21])=[O:20])[CH2:5][C:4]([O:3][CH2:1][CH3:2])=[O:15])=[O:9])([CH3:14])([CH3:13])[CH3:12]. Procedure details: Into a solution of (N′-tert-Butoxycarbonyl-hydrazino)-acetic acid ethyl ester 4 (1.85 g, 18.5 mmol) in DMF (30 mL) was added succinic anhydride (4.84 g, 22.2 mmol) and the mixture was stirred at 75° C. for 18 h. DMF was evaporated and the crude mixture was purified by flash column chromatography using hexane:ethylacetate (1% acetic acid) as an eluent (yield 50%). 1H NMR (500 MHz, CDCl3) 1.28 (3H, CH2—CH3, t), 1.48 (9H, C—CH3, s), 2.55-3.00 (6H, NH—CH2—CO, N—CH2—CH2—CO, m), 4.20 (2H, CH2CH3, q); ... The reactants are ClC1=NC2=CC=CC=C2C=C1 (2-chloroquinoline), CC1=CC=CC=2C(OC(=NC21)CC(C)=O)=O (8-methyl-2-(2-oxopropyl)-4H-3,1-benzoxazin-4-one), N(N)C1=NC2=CC=CC=C2C=C1 (2-hydrazinoquinoline). Yields the product ClC1=C2C(=NC3=C(C=CC=C13)C)N(N=C2C)C2=NC1=CC=CC=C1C=C2 (4-Chloro-3,8-dimethyl-1-(2-quinolinyl)-1H-pyrazolo[3,4-b]quinoline), Example 1-9. Yield: 42.0%. RXN SMILES: [CH3:1][C:2]1[C:11]2[N:10]=[C:9]([CH2:12][C:13](=O)[CH3:14])O[C:7](=O)[C:6]=2[CH:5]=[CH:4][CH:3]=1.[NH:17]([C:19]1[CH:28]=[CH:27][C:26]2[C:21](=[CH:22][CH:23]=[CH:24][CH:25]=2)[N:20]=1)[NH2:18].[Cl:29]C1C=CC2C(=CC=CC=2)N=1>>[Cl:29][C:1]1[C:2]2[C:11](=[C:6]([CH3:7])[CH:5]=[CH:4][CH:3]=2)[N:10]=[C:9]2[N:17]([C:19]3[CH:28]=[CH:27][C:26]4[C:21](=[CH:22][CH:23]=[CH:24][CH:25]=4)[N:20]=3)[N:18]=[C:13]([CH3:14])[C:12]=12. Procedure details: Following the procedures described in Reference Example 1-10 and Example 1-34, the title compound was prepared from 8-methyl-2-(2-oxopropyl)-4H-3,1-benzoxazin-4-one and 2-hydrazinoquinoline which was separately prepared from 2-chloroquinoline following the method described in Reference Example 1-9 (42% yield). The reactants are CC1=CC=C(C=C1)S(=O)(=O)N1C=CC2=CC=C(C=C12)CC#N (1-(4-methylphenylsufonyl)indole-6-acetonitrile), [OH-].[Na+] (sodium hydroxide), C(C)O (ethanol). The product is N1C=CC2=CC(=CC=C12)CC(=O)O (indole-5-acetic acid). The yield is 68.0%. RXN SMILES: CC1C=CC(S([N:11]2[C:19]3[C:14](=[CH:15][CH:16]=[C:17](CC#N)[CH:18]=3)[CH:13]=[CH:12]2)(=O)=O)=CC=1.[OH-:23].[Na+].[CH2:25]([OH:27])[CH3:26]>>[NH:11]1[C:19]2[C:14](=[CH:15][C:16]([CH2:26][C:25]([OH:23])=[O:27])=[CH:17][CH:18]=2)[CH:13]=[CH:12]1 |f:1.2|. Procedure: A solution of 1-(4-methylphenylsufonyl)indole-6-acetonitrile (9.5 g) in ethanol (58 ml) was treated with 20% (w/v) sodium hydroxide (58 ml) and heated to reflux for 2.5 hr. The ethanol was evaporated and the aqueous residue was slowly acidified at 0° with concentrated hydrochloric acid. The white precipitate was collected by filtration, washed with water and dried under vacuum to give indole-5-acetic acid (4.1 g, 68%) as an ivory powder: NMR (250 MHz, DMSO-d6): 3.57(s, 2H, ArCH2), 9.65(dd, 1H, H... Reactants: NC1=CC2=C(OC3=C(C(C2)=O)C=CC=C3)C=C1 (2-amino-10,11-dihydro-dibenz[b,f]oxepin-10-one), Br (hydrobromic acid), N(=O)[O-].[Na+] (sodium nitrite), C(C)(=O)OCC (ethyl acetate). Reagents/catalysts: [Cu]Br (copper (I) bromide). Solvent: CS(=O)(=O)O (methanesulfonic acid). Reaction conditions: time 10 minute. Yields the product BrC1=CC2=C(OC3=C(C(C2)=O)C=CC=C3)C=C1 (2-bromo-10,11-dihydro-dibenz[b,f]oxepin-10-one). RXN SMILES: N[C:2]1[CH:17]=[CH:16][C:5]2[O:6][C:7]3[CH:15]=[CH:14][CH:13]=[CH:12][C:8]=3[C:9](=[O:11])[CH2:10][C:4]=2[CH:3]=1.N([O-])=O.[Na+].C(OCC)(=O)C.[BrH:28]>CS(O)(=O)=O.[Cu]Br>[Br:28][C:2]1[CH:17]=[CH:16][C:5]2[O:6][C:7]3[CH:15]=[CH:14][CH:13]=[CH:12][C:8]=3[C:9](=[O:11])[CH2:10][C:4]=2[CH:3]=1 |f:1.2|. Procedure: In an analogous manner to that described in Example 6, 30 g. of 2-amino-10,11-dihydro-dibenz[b,f]oxepin-10-one are diazotized with 12 g. of sodium nitrite in methanesulfonic acid solution. The solution obtained is poured into a mixture of 540 ml. of ethyl acetate and a solution of 57.2 g. of copper (I) bromide in 666 ml. of 48% hydrobromic acid. After 10 minutes, the mixture is worked-up in the same manner as described in Example 6, and there is obtained 2-bromo-10,11-dihydro-dibenz[b,f]oxepin-1... Starting materials: ClCCl, O=C=Nc1ccc(Cl)c(C(F)(F)F)c1, ONc1ccc(-n2cnc3cnccc32)cc1. The product is O=C(Nc1ccc(Cl)c(C(F)(F)F)c1)N(O)c1ccc(-n2cnc3cnccc32)cc1. Reaction SMILES: [CH2:32]([Cl:33])[Cl:34].[Cl:18][c:19]1[c:20]([C:28]([F:29])([F:30])[F:31])[cH:21][c:22]([N:25]=[C:26]=[O:27])[cH:23][cH:24]1.[n:1]1(-[c:10]2[cH:11][cH:12][c:13]([NH:16][OH:17])[cH:14][cH:15]2)[cH:2][n:3][c:4]2[cH:5][n:6][cH:7][cH:8][c:9]12>>[n:1]1(-[c:10]2[cH:11][cH:12][c:13]([N:16]([OH:17])[C:26]([NH:25][c:22]3[cH:21][c:20]([C:28]([F:29])([F:30])[F:31])[c:19]([Cl:18])[cH:24][cH:23]3)=[O:27])[cH:14][cH:15]2)[cH:2][n:3][c:4]2[cH:5][n:6][cH:7][cH:8][c:9]12. The reactants are CN(C)C1CCC(N)CC1, Cc1ccccc1, Clc1cc2nc(Cl)c(-c3cccnc3)nc2cc1Cl. Yields the product CN(C)C1CCC(Nc2nc3cc(Cl)c(Cl)cc3nc2-c2cccnc2)CC1. Reaction SMILES: [CH3:20][N:21]([CH:22]1[CH2:23][CH2:24][CH:25]([NH2:28])[CH2:26][CH2:27]1)[CH3:29].[CH3:30][c:31]1[cH:32][cH:33][cH:34][cH:35][cH:36]1.[Cl:1][c:2]1[n:3][c:4]2[cH:5][c:6]([Cl:19])[c:7]([Cl:18])[cH:8][c:9]2[n:10][c:11]1-[c:12]1[cH:13][n:14][cH:15][cH:16][cH:17]1>>[c:2]1([NH:28][CH:25]2[CH2:24][CH2:23][CH:22]([N:21]([CH3:20])[CH3:29])[CH2:27][CH2:26]2)[n:3][c:4]2[cH:5][c:6]([Cl:19])[c:7]([Cl:18])[cH:8][c:9]2[n:10][c:11]1-[c:12]1[cH:13][n:14][cH:15][cH:16][cH:17]1.